describe an organic reaction: reactants, conditions, products, and yield From a dataset of the Open Reaction Database (ORD), a public repository of structured organic reaction records. Starting materials: C(C)(C)(C)OC(=O)N1CC2=CC(=C(C=C2C1)Cl)C (5-chloro-6-methyl-1,3-dihydro-isoindole-2-carboxylic acid tert-butyl ester), {35Cl}M H+, Cl (HCl), {37Cl}M H+. Product: Cl.ClC=1C=C2CNCC2=CC1C (5-Chloro-6-methyl-2,3-dihydro-1H-isoindole hydrochloride). Reaction SMILES: C(OC([N:8]1[CH2:16][C:15]2[C:10](=[CH:11][C:12]([CH3:18])=[C:13]([Cl:17])[CH:14]=2)[CH2:9]1)=O)(C)(C)C.Cl>>[ClH:17].[Cl:17][C:13]1[CH:14]=[C:15]2[C:10](=[CH:11][C:12]=1[CH3:18])[CH2:9][NH:8][CH2:16]2 |f:2.3|. Procedure details: Prepared in analogy to Example A3(e) from 5-chloro-6-methyl-1,3-dihydro-isoindole-2-carboxylic acid tert-butyl ester and HCl. Grey solid. MS (m/e): 170.1 ({37Cl}M+H+, 35%), 168.3 ({35Cl}M+H+, 100%). The reactants are [N+](=O)([O-])C1=C2CCCOC2=CC=C1NC(C)=O (N-(5-Nitro-3,4-dihydro-2H-chromen-6-yl)acetamide), [OH-].[Na+] (NaOH). Solvent: CCO (EtOH). The product is [N+](=O)([O-])C1=C2CCCOC2=CC=C1N (5-Nitro-3,4-dihydro-2H-chromen-6-ylamine). Isolated yield 151.1%. As a reaction SMILES: [N+:1]([C:4]1[C:13]([NH:14]C(=O)C)=[CH:12][CH:11]=[C:10]2[C:5]=1[CH2:6][CH2:7][CH2:8][O:9]2)([O-:3])=[O:2].[OH-].[Na+]>CCO>[N+:1]([C:4]1[C:13]([NH2:14])=[CH:12][CH:11]=[C:10]2[C:5]=1[CH2:6][CH2:7][CH2:8][O:9]2)([O-:3])=[O:2] |f:1.2|. Reported procedure: A solution of acetamide 231 (1.24 g, 5.25 mmol) in 95% EtOH (50 mL) and NaOH (0.63 g, 15.7 mmol) was stirred at reflux temperature for 16 h. The mixture was cooled and the solvent evaporated. The residue was partitioned between Et2O and water, the organic fraction dried and the solvent evaporated. The residue was purified by chromatography, eluting with 20% EtOAc/pet. ether, to give nitroaniline 233 (1.54 g, 85%) as red oil: 1H NMR δ 6.85 (d, J=9.0 Hz, 1H, H-8), 6.60 (d, J=9.0 Hz, 1H, H-7), 4.90... The reactants are O=[N+]([O-])c1ccc(F)c(Cl)c1, CONS(=O)(=O)c1ccc(Cl)c(Cl)c1, [H-], [Na+], CN(C)C=O, O. The product is CON(c1ccc([N+](=O)[O-])cc1Cl)S(=O)(=O)c1ccc(Cl)c(Cl)c1. Reaction SMILES: [Cl:17][c:18]1[cH:19][c:20]([N+:25](=[O:26])[O-:27])[cH:21][cH:22][c:23]1[F:24].[Cl:3][c:4]1[cH:5][c:6]([S:11](=[O:12])(=[O:13])[NH:14][O:15][CH3:16])[cH:7][cH:8][c:9]1[Cl:10].[H-:1].[Na+:2].[O:29]=[CH:30][N:31]([CH3:32])[CH3:33].[OH2:28]>>[Cl:3][c:4]1[cH:5][c:6]([S:11](=[O:12])(=[O:13])[N:14]([O:15][CH3:16])[c:23]2[c:18]([Cl:17])[cH:19][c:20]([N+:25](=[O:26])[O-:27])[cH:21][cH:22]2)[cH:7][cH:8][c:9]1[Cl:10]. Starting materials: hydrate, O (water), C(=O)(O)CN(CC(=O)O)C1=CC(=CC(=C1)OCCCCCCCCCCCCCCCCCC)C(=O)OC (N-(carboxymethyl)-N-[3(methoxycarbonyl)-5-(octadecyloxy)phenyl]glycine), [OH-].[Na+] (NaOH), Cl (HCl). The solvent is CO (methanol). The product is C(=O)(O)C=1C=C(C=C(C1)OCCCCCCCCCCCCCCCCCC)N(CC(=O)O)CC(=O)O (N-[3-carboxy-5-(octadecyloxy)phenyl]-N-(carboxymethyl)glycine). Isolated yield 80.0%. RXN SMILES: [C:1]([CH2:4][N:5]([C:10]1[CH:15]=[C:14]([O:16][CH2:17][CH2:18][CH2:19][CH2:20][CH2:21][CH2:22][CH2:23][CH2:24][CH2:25][CH2:26][CH2:27][CH2:28][CH2:29][CH2:30][CH2:31][CH2:32][CH2:33][CH3:34])[CH:13]=[C:12]([C:35]([O:37]C)=[O:36])[CH:11]=1)[CH2:6][C:7]([OH:9])=[O:8])([OH:3])=[O:2].[OH-].[Na+].Cl.O>CO>[C:35]([C:12]1[CH:11]=[C:10]([N:5]([CH2:4][C:1]([OH:3])=[O:2])[CH2:6][C:7]([OH:9])=[O:8])[CH:15]=[C:14]([O:16][CH2:17][CH2:18][CH2:19][CH2:20][CH2:21][CH2:22][CH2:23][CH2:24][CH2:25][CH2:26][CH2:27][CH2:28][CH2:29][CH2:30][CH2:31][CH2:32][CH2:33][CH3:34])[CH:13]=1)([OH:37])=[O:36] |f:1.2|. Procedure details: A solution of 1.0 g (1.87 mmol) of N-(carboxymethyl)-N-[3(methoxycarbonyl)-5-(octadecyloxy)phenyl]glycine and 3.1 ml (9.35 mmol) of 3N NaOH in 100 ml of methanol was stirred at reflux under argon for 48 hours. The warm solution was acidified with 3N HCl to pH 2 and the methanol was removed at reduced pressure. Water was added and the product was filtered and recrystallized from methanol-water to give 0.78 g (80% yield, mp 149°-155°) of N-[3-carboxy-5-(octadecyloxy)phenyl]-N-(carboxymethyl)glycin... Solvent: O (water), O1CCCC1 (tetrahydrofuran), O1CCCC1 (tetrahydrofuran). The reagents and catalysts are C(C)O (ethanol). Reported procedure: Sodium hydride (1.44 grams of a 60% suspension in mineral oil), 1.46 ml of ethyl formate and 3 drops of ethanol were combined in 150 ml of anhydrous tetrahydrofuran and stirred at room temperature for 30 minutes. A solution of 4 grams of 1-benzyl-5,6-dihydro-4(1H)-cyclopentapyrazolone in 50 ml of anhydrous tetrahydrofuran was added dropwise and the reaction mixture was heated at reflux for 16 hours. An additional 1.44 grams of sodium hydride suspension and 1.46 ml of ethyl formate were then adde... Run at time 30 minute. The reactants are [H-].[Na+] (sodium hydride), C(=O)OCC (ethyl formate), [H-].[Na+] (Sodium hydride), suspension, C(=O)OCC (ethyl formate), C(C1=CC=CC=C1)N1N=CC2=C1CCC2=O (1-benzyl-5,6-dihydro-4(1H)-cyclopentapyrazolone). As a reaction SMILES: [H-].[Na+].C([O:5][CH2:6][CH3:7])=O.[CH2:8]([N:15]1[C:19]2[CH2:20]C[C:22](=[O:23])[C:18]=2[CH:17]=[N:16]1)[C:9]1[CH:14]=[CH:13][CH:12]=[CH:11][CH:10]=1>C(O)C.O1CCCC1.O>[CH2:8]([N:15]1[C:19]2[CH2:20][C:7](=[CH:6][OH:5])[C:22](=[O:23])[C:18]=2[CH:17]=[N:16]1)[C:9]1[CH:10]=[CH:11][CH:12]=[CH:13][CH:14]=1 |f:0.1|. Product: C(C1=CC=CC=C1)N1N=CC2=C1CC(C2=O)=CO (1-benzyl-5,6-dihydro-5-hydroxymethylene-4(1H)-cyclopentapyrazolone).